This data is from the Open Reaction Database (ORD), a public repository of structured organic reaction records. The task is: describe an organic reaction: reactants, conditions, products, and yield Reactants: OC1(CCCc2ccccc2)CCN(Cc2ccccc2)CC1, CO, [OH-], [OH-], [Pd+2]. Yields the product OC1(CCCc2ccccc2)CCNCC1. Reaction SMILES: [CH2:1]([c:2]1[cH:3][cH:4][cH:5][cH:6][cH:7]1)[N:8]1[CH2:9][CH2:10][C:11]([CH2:14][CH2:15][CH2:16][c:17]2[cH:18][cH:19][cH:20][cH:21][cH:22]2)([OH:23])[CH2:12][CH2:13]1.[CH3:24][OH:25].[OH-:26].[OH-:27].[Pd+2:28]>>[NH:8]1[CH2:9][CH2:10][C:11]([CH2:14][CH2:15][CH2:16][c:17]2[cH:18][cH:19][cH:20][cH:21][cH:22]2)([OH:23])[CH2:12][CH2:13]1. The reactants are ClCCCCCC(C#N)(C1=CC(=C(C=C1)OC)OC)SC1=CC=C(C=C1)C (α-(5-chloropentyl)-3,4-dimethoxy-α-[(4-methylphenyl)thio]benzeneacetonitrile), COC=1C=C2CCNCC2=CC1OC (6,7-dimethoxy-1,2,3,4-tetrahydroisoquinoline). RXN SMILES: Cl[CH2:2][CH2:3][CH2:4][CH2:5][CH2:6][C:7]([S:20][C:21]1[CH:26]=[CH:25][C:24]([CH3:27])=[CH:23][CH:22]=1)([C:10]1[CH:15]=[CH:14][C:13]([O:16][CH3:17])=[C:12]([O:18][CH3:19])[CH:11]=1)[C:8]#[N:9].[CH3:28][O:29][C:30]1[CH:31]=[C:32]2[C:37](=[CH:38][C:39]=1[O:40][CH3:41])[CH2:36][NH:35][CH2:34][CH2:33]2>>[CH3:19][O:18][C:12]1[CH:11]=[C:10]([C:7]([S:20][C:21]2[CH:26]=[CH:25][C:24]([CH3:27])=[CH:23][CH:22]=2)([CH2:6][CH2:5][CH2:4][CH2:3][CH2:2][N:35]2[CH2:34][CH2:33][C:32]3[C:37](=[CH:38][C:39]([O:40][CH3:41])=[C:30]([O:29][CH3:28])[CH:31]=3)[CH2:36]2)[C:8]#[N:9])[CH:15]=[CH:14][C:13]=1[O:16][CH3:17]. Procedure: The procedure of Example 3 is repeated using 4.65 g of α-(5-chloropentyl)-3,4-dimethoxy-α-[(4-methylphenyl)thio]benzeneacetonitrile and 4.25 g of 6,7-dimethoxy-1,2,3,4-tetrahydroisoquinoline. This affords 3.67 g of the desired product as a light brown gum. MS(Hi res): m/z Calcd for C33H40N2O4S 0.5H2O 560.2209 Found 561.2287(M+H). Calcd for C33H40N2O4S 0.5H2O: C=69.77, H=7.17, N=4.58, S=5.33 Found C=69.56, H=7.25, N=4.92, S=5.63 The yield is 56.9%. Yields the product COC=1C=C(C=CC1OC)C(C#N)(CCCCCN1CC2=CC(=C(C=C2CC1)OC)OC)SC1=CC=C(C=C1)C (α-(3,4-Dimethoxyphenyl)-3,4-dihydro-6,7-dimethoxy-α-[(4-methylphenyl)thio]-2(1H)-isoquinolineheptanenitrile). Starting materials: OC(CC(C)=O)CCSC1=CC=C(C=C1)C(F)(F)F (4-hydroxy-6-(4-trifluoromethylphenylthio)-2-hexanone), C(C(=O)O)(=O)O (oxalic acid). Solvent: C1(=CC=CC=C1)C (toluene). Yields the product FC(C1=CC=C(C=C1)SCCC=CC(C)=O)(F)F (6-(4-trifluoromethylphenylthio)-3-hexen-2-one). Yield: 86.0%. Reaction SMILES: O[CH:2]([CH2:7][CH2:8][S:9][C:10]1[CH:15]=[CH:14][C:13]([C:16]([F:19])([F:18])[F:17])=[CH:12][CH:11]=1)[CH2:3][C:4](=[O:6])[CH3:5].C(O)(=O)C(O)=O>C1(C)C=CC=CC=1>[F:18][C:16]([F:17])([F:19])[C:13]1[CH:14]=[CH:15][C:10]([S:9][CH2:8][CH2:7][CH:2]=[CH:3][C:4](=[O:6])[CH3:5])=[CH:11][CH:12]=1. Procedure: 20.75 Grams of 4-hydroxy-6-(4-trifluoromethylphenylthio)-2-hexanone were dissolved in 100 ml of toluene, and 1.00 g of oxalic acid was added thereto. The resulting mixture was refluxed for 1.25 hours with stirring. After having been cooled, the mixture was washed with a saturated aqueous sodium hydrogencarbonate solution and then with a saturated aqueous sodium chloride solution. Then the mixture was dried over anhydrous magnesium sulfate. Removing the solvent from the mixture under reduced pres... Starting materials: ClC1=NC=CC2=C1C=C(S2)S(=O)[O-].[Li+] (Lithium 4-chlorothieno[3,2-c]pyridine-2-sulfinate), BrC1=CC=C(CBr)C=C1 (4-bromobenzylbromide), C(C)(C)(C)OC(=O)N1CCNCC1 (tert-butyl-piperazine-1-carboxylate). The product is Cl.BrC1=CC=C(CS(=O)(=O)C2=CC=3C(=NC=CC3S2)N2CCNCC2)C=C1 (2-[(4-Bromobenzyl)sulfonyl]-4-piperazin-1-ylthieno[3,2-c]pyridine hydrochloride). Reaction SMILES: [Cl:1][C:2]1[C:7]2[CH:8]=[C:9]([S:11]([O-:13])=[O:12])[S:10][C:6]=2[CH:5]=[CH:4][N:3]=1.[Li+].[Br:15][C:16]1[CH:23]=[CH:22][C:19]([CH2:20]Br)=[CH:18][CH:17]=1.C(OC([N:31]1[CH2:36][CH2:35][NH:34][CH2:33][CH2:32]1)=O)(C)(C)C>>[ClH:1].[Br:15][C:16]1[CH:23]=[CH:22][C:19]([CH2:20][S:11]([C:9]2[S:10][C:6]3[CH:5]=[CH:4][N:3]=[C:2]([N:31]4[CH2:36][CH2:35][NH:34][CH2:33][CH2:32]4)[C:7]=3[CH:8]=2)(=[O:13])=[O:12])=[CH:18][CH:17]=1 |f:0.1,4.5|. Procedure: Lithium 4-chlorothieno[3,2-c]pyridine-2-sulfinate (0.42 mmol) was treated with 4-bromobenzylbromide (0.59 mmol) as described in Method P above and then reacted further with tert-butyl-piperazine-1-carboxylate as described in Method Q. The BOC protecting group was removed using Method R. Yield 0.024 g (12% over three steps). White solid. 1H NMR (300 MHz, DMSO-d6) δ 8.99 (s, 1H), 8.18 (d, J=5.5 Hz, 1H), 8.02 (s, 1H), 7.69 (d, J=5.5 Hz, 1H), 7.53 (d, J=8.5 Hz, 2H), 7.17 (d, J=8.5 Hz, 2H), 4.95 (s, ...